This data is from the Open Reaction Database (ORD), a public repository of structured organic reaction records. The task is: describe an organic reaction: reactants, conditions, products, and yield The reactants are NC=1C=NC2=CC=CC=C2C1Cl (3-amino-4-chloroquinoline), C1(CCCCC1)C(=O)Cl (cyclohexanecarbonyl chloride), ClC(C)Cl (dichloroethane). Solvent: ClCCl (dichloromethane), hexanes. Conditions: temperature 90 celsius, time 30 minute. Yields the product ClC1=C(C=NC2=CC=CC=C12)NC(=O)C1CCCCC1 (N-(4-chloroquinolin-3-yl)cyclohexanecarboxamide). As a reaction SMILES: [NH2:1][C:2]1[CH:3]=[N:4][C:5]2[C:10]([C:11]=1[Cl:12])=[CH:9][CH:8]=[CH:7][CH:6]=2.[CH:13]1([C:19](Cl)=[O:20])[CH2:18][CH2:17][CH2:16][CH2:15][CH2:14]1.ClC(Cl)C>ClCCl>[Cl:12][C:11]1[C:10]2[C:5](=[CH:6][CH:7]=[CH:8][CH:9]=2)[N:4]=[CH:3][C:2]=1[NH:1][C:19]([CH:13]1[CH2:18][CH2:17][CH2:16][CH2:15][CH2:14]1)=[O:20]. Reported procedure: Under a nitrogen atmosphere, a mixture of 3-amino-4-chloroquinoline (8.00 g, 1 eq), cyclohexanecarbonyl chloride (18.2 mL, 3 eq) and anhydrous dichloroethane (150 mL) was heated at 90° C. for 23 hours. The reaction mixture was diluted with dichloromethane, washed sequentially with saturated aqueous potassium carbonate, water, and brine, dried over sodium sulfate, filtered, and then concentrated under reduced pressure. The residue was triturated with hexanes to provide a solid. The solid was comb...